The task is: describe an organic reaction: reactants, conditions, products, and yield. This data is from the Open Reaction Database (ORD), a public repository of structured organic reaction records. The reactants are [Br-].[Br-].[Br-].C1(=CC=CC=C1)[N+](C)(C)C.C1(=CC=CC=C1)[N+](C)(C)C.C1(=CC=CC=C1)[N+](C)(C)C (phenyltrimethylammonium tribromide), N1C=CC=2C(CCCC12)=O (1,5,6,7-tetrahydro-4H-indol-4-one). Solvent: C1CCOC1 (THF), C1CCOC1 (THF). Product: BrC=1NC=2CCCC(C2C1)=O (2-Bromo-6,7-dihydro-1H-indol-4(5H)-one). RXN SMILES: [NH:1]1[C:9]2[CH2:8][CH2:7][CH2:6][C:5](=[O:10])[C:4]=2[CH:3]=[CH:2]1.[Br-:11].[Br-].[Br-].C1([N+](C)(C)C)C=CC=CC=1.C1([N+](C)(C)C)C=CC=CC=1.C1([N+](C)(C)C)C=CC=CC=1>C1COCC1>[Br:11][C:2]1[NH:1][C:9]2[CH2:8][CH2:7][CH2:6][C:5](=[O:10])[C:4]=2[CH:3]=1 |f:1.2.3.4.5.6|. Procedure details: was prepared using a literature procedure (Remers et al., J. Org. Chem., 36:1241-1247 (1971) (“Remers”), which is hereby incorporated by reference). To a 100 mL round bottom flask charged with a magnetic stir bar was added 1,5,6,7-tetrahydro-4H-indol-4-one (1.2 g, 8.8 mmole) and dry THF (20 mL). Stirring was commenced, and a solution of phenyltrimethylammonium tribromide (3.33 g, 8.8 mmole) in 15 mL of dry THF was added dropwise over 10 minutes at ambient temperature. After the addition was comp...